Dataset: the Open Reaction Database (ORD), a public repository of structured organic reaction records. Task: describe an organic reaction: reactants, conditions, products, and yield Starting materials: O=C1NC=CC2=C1C(=NN2)C2=CC=C(C=C2)S(=O)(=O)N (4-(4-oxo-4,5-dihydro-1H-pyrazolo[4,3-c]pyridin-3-yl)benzenesulfonamide), [H-].[Na+] (sodium hydride), CC1=CC=C(C=C1)S(=O)(=O)OCC1COC1 (oxetan-3-ylmethyl 4-methylbenzenesulfonate). Run in CN(C)C=O (DMF). Conditions: time 1 hour. Product: O1CC(C1)CN1N=C(C=2C(NC=CC21)=O)C2=CC=C(C=C2)S(=O)(=O)N (4-(1-(oxetan-3-ylmethyl)-4-oxo-4,5-dihydro-1H-pyrazolo[4,3-c]pyridin-3-yl)benzenesulfonamide). Isolated yield 15.5%. Reaction SMILES: [O:1]=[C:2]1[C:7]2[C:8]([C:11]3[CH:16]=[CH:15][C:14]([S:17]([NH2:20])(=[O:19])=[O:18])=[CH:13][CH:12]=3)=[N:9][NH:10][C:6]=2[CH:5]=[CH:4][NH:3]1.[H-].[Na+].CC1C=CC(S(O[CH2:34][CH:35]2[CH2:38][O:37][CH2:36]2)(=O)=O)=CC=1>CN(C=O)C>[O:37]1[CH2:38][CH:35]([CH2:34][N:10]2[C:6]3[CH:5]=[CH:4][NH:3][C:2](=[O:1])[C:7]=3[C:8]([C:11]3[CH:12]=[CH:13][C:14]([S:17]([NH2:20])(=[O:19])=[O:18])=[CH:15][CH:16]=3)=[N:9]2)[CH2:36]1 |f:1.2|. Reported procedure: To a solution of 4-(4-oxo-4,5-dihydro-1H-pyrazolo[4,3-c]pyridin-3-yl)benzenesulfonamide (52.0 mg) obtained in Step B of Example 100 in DMF (3 mL) was added sodium hydride (60% dispersion in mineral oil, 8.60 mg), and the mixture was stirred at room temperature for 1 hr. To the reaction mixture was added oxetan-3-ylmethyl 4-methylbenzenesulfonate (52.1 mg), and the mixture was stirred overnight at room temperature. The reaction mixture was extracted with water and ethyl acetate, and the organic l... Starting materials: C(C)OC(=O)C=C(CCC=C(CCC=C(CCC=C(CCC=C(C(=O)O)C)C)C)C)C (19-ethoxycarbonyl-2,6,10,14,18-pentamethyl-2,6,10,14,18-nonadecapentaenoic acid), C(C)(C)NC(C)C (diisopropylamine). The product is C(C)OC(=O)C=C(CCC=C(CCC=C(CCC=C(CCC=C(C(=O)N(C(C)C)C(C)C)C)C)C)C)C (19-ethoxycarbonyl-2,6,10,14,18-pentamethyl-2,6,10,14,18-nonadecapentaenoyl-diisopropylamine). RXN SMILES: [CH2:1]([O:3][C:4]([CH:6]=[C:7]([CH3:31])[CH2:8][CH2:9][CH:10]=[C:11]([CH3:30])[CH2:12][CH2:13][CH:14]=[C:15]([CH3:29])[CH2:16][CH2:17][CH:18]=[C:19]([CH3:28])[CH2:20][CH2:21][CH:22]=[C:23]([CH3:27])[C:24]([OH:26])=O)=[O:5])[CH3:2].[CH:32]([NH:35][CH:36]([CH3:38])[CH3:37])([CH3:34])[CH3:33]>>[CH2:1]([O:3][C:4]([CH:6]=[C:7]([CH3:31])[CH2:8][CH2:9][CH:10]=[C:11]([CH3:30])[CH2:12][CH2:13][CH:14]=[C:15]([CH3:29])[CH2:16][CH2:17][CH:18]=[C:19]([CH3:28])[CH2:20][CH2:21][CH:22]=[C:23]([CH3:27])[C:24]([N:35]([CH:36]([CH3:38])[CH3:37])[CH:32]([CH3:34])[CH3:33])=[O:26])=[O:5])[CH3:2]. Reported procedure: Starting materials: 19-ethoxycarbonyl-2,6,10,14,18-pentamethyl-2,6,10,14,18-nonadecapentaenoic acid and diisopropylamine. Reactants: CNCC(=O)OC(C)(C)C, N#Cc1ccc(F)c(CBr)c1, O=C([O-])[O-], CC#N, Cl, [K+], [K+]. The product is CN(CC(=O)OC(C)(C)C)Cc1cc(C#N)ccc1F. RXN SMILES: [C:13]([CH3:14])([CH3:15])([CH3:16])[O:17][C:18]([CH2:19][NH:20][CH3:21])=[O:22].[C:1](#[N:2])[c:3]1[cH:4][cH:5][c:6]([F:11])[c:7]([CH2:8][Br:9])[cH:10]1.[C:23](=[O:24])([O-:25])[O-:26].[CH3:29][C:30]#[N:31].[ClH:12].[K+:27].[K+:28]>>[C:1](#[N:2])[c:3]1[cH:4][cH:5][c:6]([F:11])[c:7]([CH2:8][N:20]([CH2:19][C:18]([O:17][C:13]([CH3:14])([CH3:15])[CH3:16])=[O:22])[CH3:21])[cH:10]1.